This data is from the Open Reaction Database (ORD), a public repository of structured organic reaction records. The task is: describe an organic reaction: reactants, conditions, products, and yield Reactants: ClC=1N=C(C2=C(N1)C=C(S2)CN2CC(C2)N2CCOCC2)N2CCOCC2 (2-chloro-4-morpholin-4-yl-6-(3-morpholin-4-yl-azetidin-1-ylmethyl)thieno[3,2-d]pyrimidine), NC1=C(C=CC=C1)N (1,2-diaminobenzene), C=1C=CC(=CC1)P(C=2C=CC=CC2)C3=CC=C4C=CC=CC4=C3C5=C6C=CC=CC6=CC=C5P(C=7C=CC=CC7)C=8C=CC=CC8 (rac-BINAP), C(=O)([O-])[O-].[Cs+].[Cs+] (Cs2CO3). The reagents and catalysts are CC(=O)O.CC(=O)O.[Pd] (Pd(Oac)2). Solvent: O1CCOCC1 (1,4-dioxane). Product: N1(CCOCC1)C=1C2=C(N=C(N1)NC=1C(=CC=CC1)N)C=C(S2)CN2CC(C2)N2CCOCC2 (N-[4-morpholin-4-yl-6-(3-morpholin-4-yl-azetidin-1-ylmethyl)thieno[3,2-d]pyrimidin-2-yl]benzene-1,2-diamine). Isolated yield 65.7%. RXN SMILES: Cl[C:2]1[N:3]=[C:4]([N:22]2[CH2:27][CH2:26][O:25][CH2:24][CH2:23]2)[C:5]2[S:10][C:9]([CH2:11][N:12]3[CH2:15][CH:14]([N:16]4[CH2:21][CH2:20][O:19][CH2:18][CH2:17]4)[CH2:13]3)=[CH:8][C:6]=2[N:7]=1.[NH2:28][C:29]1[CH:34]=[CH:33][CH:32]=[CH:31][C:30]=1[NH2:35].C1C=CC(P(C2C(C3C(P(C4C=CC=CC=4)C4C=CC=CC=4)=CC=C4C=3C=CC=C4)=C3C(C=CC=C3)=CC=2)C2C=CC=CC=2)=CC=1.C([O-])([O-])=O.[Cs+].[Cs+]>O1CCOCC1.CC(O)=O.CC(O)=O.[Pd]>[N:22]1([C:4]2[C:5]3[S:10][C:9]([CH2:11][N:12]4[CH2:15][CH:14]([N:16]5[CH2:21][CH2:20][O:19][CH2:18][CH2:17]5)[CH2:13]4)=[CH:8][C:6]=3[N:7]=[C:2]([NH:28][C:29]3[C:30]([NH2:35])=[CH:31][CH:32]=[CH:33][CH:34]=3)[N:3]=2)[CH2:27][CH2:26][O:25][CH2:24][CH2:23]1 |f:3.4.5,7.8.9|. Reported procedure: A degassed mixture of 2-chloro-4-morpholin-4-yl-6-(3-morpholin-4-yl-azetidin-1-ylmethyl)thieno[3,2-d]pyrimidine (400 mg, 0.98 mmol), 1,2-diaminobenzene (240 mg, 2.22 mmol), Pd(Oac)2 (64 mg, 0.29 mmol), rac-BINAP (88 mg, 0.14 mmol) and Cs2CO3 (480 mg, 1.47 mmol) in 1,4-dioxane (4 mL)) was subjected to microwave irradiation at 150° C. for 30 minutes. The reaction mixture was cooled to ambient temperature and loaded onto an Isolute® SCX-2 cartridge (25 g). The cartridge was then washed with MeOH an... Starting materials: C1(=CC=CC=C1)[C@@H](C)OC(NC=1C(=NOC1C1=CC=C(C=C1)Br)C)=O ([5-(4-bromo-phenyl)-3-methyl-isoxazol-4-yl]-carbamic acid (R)-1-phenyl-ethyl ester), C(C)OC(CC1=C(C=CC=C1)B1OC(C(O1)(C)C)(C)C)=O ([2-(4,4,5,5-tetramethyl-[1,3,2]dioxaborolan-2-yl)-phenyl]-acetic acid ethyl ester). Yields the product C(C)OC(CC1=C(C=CC=C1)C1=CC=C(C=C1)C1=C(C(=NO1)C)NC(=O)O[C@H](C)C1=CC=CC=C1)=O ({4′-[3-Methyl-4-((R)-1-phenyl-ethoxycarbonylamino)-isoxazol-5-yl]-biphenyl-2-yl}-acetic ac id ethyl ester). As a reaction SMILES: [C:1]1([C@H:7]([O:9][C:10](=[O:25])[NH:11][C:12]2[C:13]([CH3:24])=[N:14][O:15][C:16]=2[C:17]2[CH:22]=[CH:21][C:20](Br)=[CH:19][CH:18]=2)[CH3:8])[CH:6]=[CH:5][CH:4]=[CH:3][CH:2]=1.[CH2:26]([O:28][C:29](=[O:46])[CH2:30][C:31]1[CH:36]=[CH:35][CH:34]=[CH:33][C:32]=1B1OC(C)(C)C(C)(C)O1)[CH3:27]>>[CH2:26]([O:28][C:29](=[O:46])[CH2:30][C:31]1[CH:36]=[CH:35][CH:34]=[CH:33][C:32]=1[C:20]1[CH:21]=[CH:22][C:17]([C:16]2[O:15][N:14]=[C:13]([CH3:24])[C:12]=2[NH:11][C:10]([O:9][C@@H:7]([C:1]2[CH:6]=[CH:5][CH:4]=[CH:3][CH:2]=2)[CH3:8])=[O:25])=[CH:18][CH:19]=1)[CH3:27]. Procedure details: Following the procedure described in Example 36, Step 6, [5-(4-bromo-phenyl)-3-methyl-isoxazol-4-yl]-carbamic acid (R)-1-phenyl-ethyl ester and [2-(4,4,5,5-tetramethyl-[1,3,2]dioxaborolan-2-yl)-phenyl]-acetic acid ethyl ester were reacted to provide {4′-[3-Methyl-4-((R)-1-phenyl-ethoxycarbonylamino)-isoxazol-5-yl]-biphenyl-2-yl}-acetic ac id ethyl ester, which was hydrolyzed to the acid as described in Example 34, Step 2. Starting materials: C(CC)C1=CC2=C(OC(O2)C(C)=O)C=C1 (1-(5-propyl-1,3-benzodioxol-2-yl)-1-ethanone), C(C)[Li] (ethyl lithium). Yields the product CC1=CC2=C(OC(O2)C(CC)=O)C=C1 (1-(5-methylbenzo[d][1,3]-dioxol-2-yl)propan-1-one). RXN SMILES: [CH2:1]([C:4]1[CH:15]=[CH:14][C:7]2[O:8][CH:9]([C:11](=[O:13])[CH3:12])[O:10][C:6]=2[CH:5]=1)CC.[CH2:16]([Li])C>>[CH3:1][C:4]1[CH:15]=[CH:14][C:7]2[O:8][CH:9]([C:11](=[O:13])[CH2:12][CH3:16])[O:10][C:6]=2[CH:5]=1. Procedure: Obtained in 30% (1st step) and 33% (2nd step) yields from 4-methylcatechol according to the typical procedure described for 1-(5-propyl-1,3-benzodioxol-2-yl)-1-ethanone, except the use of ethyl lithium instead of methyl lithium.